Dataset: the Open Reaction Database (ORD), a public repository of structured organic reaction records. Task: describe an organic reaction: reactants, conditions, products, and yield Reactants: cis-2,3-butene-1,4-diol, C1(=CC=C(C=C1)S(=O)(=O)O)C (p-toluenesulfonic acid), BrC=1C(=NN(C1OC(F)F)C)N1N=CC(=C1C(C)(OCC)OCC)C#N (1-(4-bromo-5-difluoromethoxy-1-methyl-3-pyrazolyl)-5-(1,1-diethoxyethyl)-1H-pyrazole-4-carbonitrile). Solvent: C1(=CC=CC=C1)C (toluene). Yields the product BrC=1C(=NN(C1OC(F)F)C)N1N=CC(=C1C1OCC=CCO1)C#N (1-(4-Bromo-5-difluoromethoxy-1-methyl-3-pyrazolyl)-5-(4,7-dihydro-1,3-dioxepin-2-yl)-1H-pyrazole4-carbonitrile). As a reaction SMILES: [Br:1][C:2]1[C:3]([N:12]2[C:16]([C:17]([O:22][CH2:23][CH3:24])([O:19][CH2:20][CH3:21])C)=[C:15]([C:25]#[N:26])[CH:14]=[N:13]2)=[N:4][N:5]([CH3:11])[C:6]=1[O:7][CH:8]([F:10])[F:9].C1(C)C=CC(S(O)(=O)=O)=CC=1>C1(C)C=CC=CC=1>[Br:1][C:2]1[C:3]([N:12]2[C:16]([CH:17]3[O:22][CH2:23][CH:24]=[CH:21][CH2:20][O:19]3)=[C:15]([C:25]#[N:26])[CH:14]=[N:13]2)=[N:4][N:5]([CH3:11])[C:6]=1[O:7][CH:8]([F:9])[F:10]. Procedure details: 3.0 g (7.1 mmol) of 1-(4-bromo-5-difluoromethoxy-1-methyl-3-pyrazolyl)-5-(1,1-diethoxyethyl)-1H-pyrazole-4-carbonitrile are dissolved in 50 ml of toluene, and 6.3 g (71 mmol) of cis-2,3-butene-1,4-diol and a catalytic amount of p-toluenesulfonic acid are then added. The mixture is kept at the boil for half an hour under a water separator, and the cooled solution is washed with sodium chloride solution, dried with magnesium sulfate and concentrated. The residue is purified by column chromatograph... Reactants: O (Water), N1=CC=CC=C1 (Pyridine), S(=O)(Cl)Cl (thionyl chloride), ClC1=C(CO)C=CC(=C1)OC(C)C (2-chloro-4-isopropoxybenzylalcohol). Solvent: ClCCl (dichloromethane). Run at time 1 hour. Yields the product ClC1=C(CCl)C=CC(=C1)OC(C)C (2-Chloro-4-isopropoxybenzyl chloride). The yield is 106483.8%. Reaction SMILES: N1C=CC=CC=1.S(Cl)([Cl:9])=O.[Cl:11][C:12]1[CH:19]=[C:18]([O:20][CH:21]([CH3:23])[CH3:22])[CH:17]=[CH:16][C:13]=1[CH2:14]O.O>ClCCl>[Cl:11][C:12]1[CH:19]=[C:18]([O:20][CH:21]([CH3:23])[CH3:22])[CH:17]=[CH:16][C:13]=1[CH2:14][Cl:9]. Procedure: Pyridine (0.5 ml) and thionyl chloride (0.18 mg) were successively added to a solution of 2-chloro-4-isopropoxybenzylalcohol (401 mg) in dichloromethane (2 ml) under ice-cooling, and the mixture was stirred for 1 hr. Water was added to the reaction mixture and the resulting product was extracted three times with hexane. The organic layers were combined, washed successively with 1N hydrochloric acid, a saturated aqueous solution of sodium hydrogencarbonate and saturated brine, and dried over anhy... Starting materials: O=C([O-])[O-], BrCc1ccccc1, COc1cc(C=O)ccc1O, CC(C)=O, [K+], [K+]. Product: COc1cc(C=O)ccc1OCc1ccccc1. RXN SMILES: [C:12](=[O:13])([O-:14])[O-:15].[CH2:18]([c:19]1[cH:20][cH:21][cH:22][cH:23][cH:24]1)[Br:25].[CH3:1][O:2][c:3]1[cH:4][c:5]([CH:6]=[O:7])[cH:8][cH:9][c:10]1[OH:11].[CH3:26][C:27](=[O:28])[CH3:29].[K+:16].[K+:17]>>[CH3:1][O:2][c:3]1[cH:4][c:5]([CH:6]=[O:7])[cH:8][cH:9][c:10]1[O:11][CH2:18][c:19]1[cH:20][cH:21][cH:22][cH:23][cH:24]1. The reactants are ClCC(=O)OCC (ethyl chloroacetate), N1(C=CC=C1)NC1=CC=NC=C1 (N-(1H-pyrrol-1-yl)-4-pyridinamine), [H-].[Na+] (sodium hydride), ice water. The solvent is CN(C=O)C (dimethylformamide), CN(C=O)C (dimethylformamide), CN(C=O)C (dimethylformamide). Yields the product Cl.C(C)OC(CN(N1C=CC=C1)C1=CC=NC=C1)=O (N-(4-Pyridinyl)-N-(1H-pyrrol-1-yl)-glycine ethyl ester hydrochloride). The yield is 46.3%. RXN SMILES: [N:1]1([NH:6][C:7]2[CH:12]=[CH:11][N:10]=[CH:9][CH:8]=2)[CH:5]=[CH:4][CH:3]=[CH:2]1.[H-].[Na+].[Cl:15][CH2:16][C:17]([O:19][CH2:20][CH3:21])=[O:18]>CN(C)C=O>[ClH:15].[CH2:20]([O:19][C:17](=[O:18])[CH2:16][N:6]([C:7]1[CH:12]=[CH:11][N:10]=[CH:9][CH:8]=1)[N:1]1[CH:2]=[CH:3][CH:4]=[CH:5]1)[CH3:21] |f:1.2,5.6|. Reported procedure: A solution of N-(1H-pyrrol-1-yl)-4-pyridinamine (5 g) in 25 ml of dimethylformamide was slowly added to a suspension of sodium hydride (60% oil dispersion, 1.4 g, washed with hexane) in 5 ml of dimethylformamide. After the anion formation, the mixture was cooled with an ice-salt bath, and a solution of ethyl chloroacetate (4.2 g) in 5 ml of dimethylformamide was slowly added. After thirty minutes, the mixture was stirred with ice water and extracted with dichloromethane. The organic extract was ... Starting materials: CCN=C=NCCCN(C)C.Cl (WSC hydrochloride), C=1C=CC2=C(C1)N=NN2O (HOBt), C1(=CC=CC2=CC=CC=C12)[C@@H](C)N(C(OC(C)(C)C)=O)C[C@H]1CNC[C@@H]1C1=CC=CC=C1 (tert-butyl [(1R)-1-(1-naphthyl)ethyl]{[(3R,4S)-4-phenylpyrrolidin-3-yl]methyl}carbamate), C(CCCCC(=O)[O-])(=O)OC (monomethyl adipate). The solvent is ClCCl (dichloromethane), C(C)N(CC)CC (triethylamine). Reaction conditions: time 3 day. Yields the product C(C)(C)(C)OC(=O)N([C@H](C)C1=CC=CC2=CC=CC=C12)C[C@@]1(CNC[C@H]1C1=CC=CC=C1)C(CCCCC(=O)OC)=O (methyl 6-[(3R,4S)-3-({(tert-butoxycarbonyl)[(1R)-1-(1-naphthyl)ethyl]amino}methyl)-4-phenylpyrrolidin-3-yl)-6-oxohexanoate). Yield: 94.4%. As a reaction SMILES: CCN=C=NCCCN(C)C.Cl.C1C=CC2N(O)N=NC=2C=1.[C:23]1([C@H:33]([N:35]([CH2:43][C@@H:44]2[C@@H:48]([C:49]3[CH:54]=[CH:53][CH:52]=[CH:51][CH:50]=3)[CH2:47][NH:46][CH2:45]2)[C:36](=[O:42])[O:37][C:38]([CH3:41])([CH3:40])[CH3:39])[CH3:34])[C:32]2[C:27](=[CH:28][CH:29]=[CH:30][CH:31]=2)[CH:26]=[CH:25][CH:24]=1.[C:55]([O:64][CH3:65])(=[O:63])[CH2:56][CH2:57][CH2:58][CH2:59][C:60]([O-])=[O:61]>ClCCl.C(N(CC)CC)C>[C:38]([O:37][C:36]([N:35]([CH2:43][C@@:44]1([C:60](=[O:61])[CH2:59][CH2:58][CH2:57][CH2:56][C:55]([O:64][CH3:65])=[O:63])[C@H:48]([C:49]2[CH:50]=[CH:51][CH:52]=[CH:53][CH:54]=2)[CH2:47][NH:46][CH2:45]1)[C@@H:33]([C:23]1[C:32]2[C:27](=[CH:28][CH:29]=[CH:30][CH:31]=2)[CH:26]=[CH:25][CH:24]=1)[CH3:34])=[O:42])([CH3:40])([CH3:41])[CH3:39] |f:0.1|. Reported procedure: At room temperature, 144 mg of WSC hydrochloride, 101 mg of HOBt, 215 mg of tert-butyl [(1R)-1-(1-naphthyl)ethyl]{[(3R,4S)-4-phenylpyrrolidin-3-yl]methyl}carbamate and 0.08 ml of triethylamine were added in that order to a mixture of 80 mg of monomethyl adipate and 5 ml of dichloromethane and stirred for 3 days, and then the reaction was quenched by adding water, and this was extracted with chloroform and washed with saturated brine. The organic layer was dried with anhydrous sodium sulfate and ... Starting materials: C(C#C)NC(=O)C1=NNC(C=C1)=O (N-prop-2-ynyl-6-oxo-1,6-dihydropyridazine-3-carboxamide). Reagents/catalysts: [Au](Cl)(Cl)Cl (gold(III) chloride), [Au](Cl)(Cl)Cl (gold(III) chloride). Run in C(C)#N (acetonitrile). Reaction conditions: time 3 day. The product is CC1=CN=C(O1)C=1C=CC(NN1)=O (6-(5-methyloxazol-2-yl)-2H-pyridazin-3-one). As a reaction SMILES: [CH2:1]([NH:4][C:5]([C:7]1[CH:12]=[CH:11][C:10](=[O:13])[NH:9][N:8]=1)=[O:6])[C:2]#[CH:3]>C(#N)C.[Au](Cl)(Cl)Cl>[CH3:3][C:2]1[O:6][C:5]([C:7]2[CH:12]=[CH:11][C:10](=[O:13])[NH:9][N:8]=2)=[N:4][CH:1]=1. Procedure details: 622 mg (2.05 mmol) of gold(III) chloride are added to a solution of 3.69 g (20.5 mmol) of N-prop-2-ynyl-6-oxo-1,6-dihydropyridazine-3-carboxamide in 41 ml of acetonitrile, and the mixture is stirred at room temperature for 3 days. A further 622 mg (2.05 mmol) of gold(III) chloride are added, and the mixture is stirred at room temperature for 7 days. The reaction mixture is evaporated and chromatographed on a silica gel column with dichloromethane/methanol as eluent: 6-(5-methyloxazol-2-yl)-2H-py... Reactants: [Br-], [Li]CCCC, Cc1oc(-c2ccc(C(F)(F)F)cc2)cc1C=O, CCOC(C)=O, CCCCCC, Cl, C1CCOC1, OCCC[P+](c1ccccc1)(c1ccccc1)c1ccccc1. The product is Cc1oc(-c2ccc(C(F)(F)F)cc2)cc1C=CCCO. Reaction SMILES: [Br-:1].[CH2:25]([Li:26])[CH2:27][CH2:28][CH3:29].[CH3:30][c:31]1[o:32][c:33](-[c:38]2[cH:39][cH:40][c:41]([C:44]([F:45])([F:46])[F:47])[cH:42][cH:43]2)[cH:34][c:35]1[CH:36]=[O:37].[CH3:54][CH2:55][O:56][C:57](=[O:58])[CH3:59].[CH3:60][CH2:61][CH2:62][CH2:63][CH2:64][CH3:65].[ClH:48].[O:49]1[CH2:50][CH2:51][CH2:52][CH2:53]1.[OH:2][CH2:3][CH2:4][CH2:5][P+:6]([c:7]1[cH:8][cH:9][cH:10][cH:11][cH:12]1)([c:13]1[cH:14][cH:15][cH:16][cH:17][cH:18]1)[c:19]1[cH:20][cH:21][cH:22][cH:23][cH:24]1>>[OH:2][CH2:3][CH2:4][CH:5]=[CH:36][c:35]1[c:31]([CH3:30])[o:32][c:33](-[c:38]2[cH:39][cH:40][c:41]([C:44]([F:45])([F:46])[F:47])[cH:42][cH:43]2)[cH:34]1. Reactants: O=C=NC1CC(CN=C=O)(CC(C1)(C)C)C (isophorone diisocyanate), COC1=CC=C(O)C=C1 (hydroquinone monomethyl ether), C(C=C)(=O)OCCO (2-hydroxyethyl acrylate), C(CCCCCCCCCCC)(=O)[O-].C(CCCCCCCCCCC)(=O)[O-].C(CCC)[Sn+2]CCCC (dibutyltin dilaurate). Reaction conditions: time 6 hour. The product is C(C=C)(=O)O.NC(=O)OCC (urethane acrylate), O=C=NC1CC(CN=C=O)(CC(C1)(C)C)C (isophorone diisocyanate), C(C=C)(=O)OCCO (2-hydroxyethyl acrylate). Reaction SMILES: [C:1]([O:5][CH2:6][CH2:7][OH:8])(=[O:4])[CH:2]=[CH2:3].[O:9]=[C:10]=[N:11][CH:12]1[CH2:21][C:20]([CH3:23])([CH3:22])[CH2:19][C:14]([CH3:24])([CH2:15][N:16]=[C:17]=[O:18])[CH2:13]1.COC1C=CC(O)=CC=1.C([O-])(=O)CCCCCCCCCCC.C([O-])(=O)CCCCCCCCCCC.C([Sn+2]CCCC)CCC>>[C:1]([OH:5])(=[O:4])[CH:2]=[CH2:3].[NH2:11][C:1]([O:5][CH2:6][CH3:7])=[O:4].[O:9]=[C:10]=[N:11][CH:12]1[CH2:21][C:20]([CH3:23])([CH3:22])[CH2:19][C:14]([CH3:24])([CH2:15][N:16]=[C:17]=[O:18])[CH2:13]1.[C:1]([O:5][CH2:6][CH2:7][OH:8])(=[O:4])[CH:2]=[CH2:3] |f:3.4.5,6.7|. Procedure details: Into a 1-liter separable flask were put 232 parts (2 mol) of 2-hydroxyethyl acrylate (manufactured by Nippon Shokubai, trade name: BHEA), 222 parts (1 mol) of isophorone diisocyanate and 0.09 parts of hydroquinone monomethyl ether. With stirring, air was introduced into the liquid through a glass tube, and the liquid temperature was made to be 70° C. Thereto was added 0.09 parts of dibutyltin dilaurate and while the reaction temperature was adjusted to be between 70 and 80° C., reaction was perf... Starting materials: [K+].[K+].S(=O)(=O)([O-])[O-].OC1=C(C(C(=O)O)C)C=CC=C1OC1=CC=CC=C1 (2-hydroxy-3-phenoxy-hydratropic acid sulphate dipotassium salt), [OH-].[K+] (potassium hydroxide). Reagents/catalysts: [Ni] (Raney nickel). The solvent is O (water). Run at temperature 60 celsius, time 12.5 minute. The product is O(C1=CC=CC=C1)C=1C=C(C(C(=O)O)C)C=CC1 (3-phenoxy-hydratropic acid). Isolated yield 97.0%. As a reaction SMILES: [K+].[K+].S([O-])([O-])(=O)=O.O[C:9]1[C:19]([O:20][C:21]2[CH:26]=[CH:25][CH:24]=[CH:23][CH:22]=2)=[CH:18][CH:17]=[CH:16][C:10]=1[CH:11]([CH3:15])[C:12]([OH:14])=[O:13].[OH-].[K+]>[Ni].O>[O:20]([C:19]1[CH:9]=[C:10]([CH:16]=[CH:17][CH:18]=1)[CH:11]([CH3:15])[C:12]([OH:14])=[O:13])[C:21]1[CH:22]=[CH:23][CH:24]=[CH:25][CH:26]=1 |f:0.1.2.3,4.5|. Procedure: To a solution of 4.2 g. of 2-hydroxy-3-phenoxy-hydratropic acid sulphate dipotassium salt in 50 ml. of water 2 g. of potassium hydroxide and 2 g. of a Raney nickel catalyst prepared freshly according to Urashibara, and the reaction mixture is stirred at 60° C. for 10 to 15 minutes. The catalyst is filtered off and the filtrate is acidified with a 20% aqueous hydrochloric acid solution. The separated solution is extracted with chloroform and the chloroform solution is dried over sodium sulphate a...